Dataset: the Open Reaction Database (ORD), a public repository of structured organic reaction records. Task: describe an organic reaction: reactants, conditions, products, and yield The reactants are Cn1cc(C(=O)c2ccccc2)c2c(Cl)ncnc21, Nc1cccc(N)c1. Yields the product Cn1cc(C(=O)c2ccccc2)c2c(Nc3cccc(N)c3)ncnc21. Reaction SMILES: [Cl:9][c:10]1[c:11]2[c:12]([n:13][cH:14][n:15]1)[n:16]([CH3:27])[cH:17][c:18]2[C:19](=[O:20])[c:21]1[cH:22][cH:23][cH:24][cH:25][cH:26]1.[NH2:1][c:2]1[cH:3][c:4]([NH2:8])[cH:5][cH:6][cH:7]1>>[NH2:1][c:2]1[cH:3][c:4]([NH:8][c:10]2[c:11]3[c:12]([n:13][cH:14][n:15]2)[n:16]([CH3:27])[cH:17][c:18]3[C:19](=[O:20])[c:21]2[cH:22][cH:23][cH:24][cH:25][cH:26]2)[cH:5][cH:6][cH:7]1.